Dataset: the Open Reaction Database (ORD), a public repository of structured organic reaction records. Task: describe an organic reaction: reactants, conditions, products, and yield The reactants are COC1=CC=C2C(=CC=NC2=C1)C(=O)C1=CC=C(C=C1)[N+](=O)[O-] ((7-methoxyquinolin-4-yl)(4-nitrophenyl)methanone), C(CCC)[Li] (n-butyllithium), hexanes, [Cl-].C[P+](C1=CC=CC=C1)(C1=CC=CC=C1)C1=CC=CC=C1 (methyltriphenylphosphonium chloride). The solvent is C1CCOC1 (THF), C1CCOC1 (THF). Conditions: time 20 minute. The product is COC1=CC=C2C(=CC=NC2=C1)C(=C)C1=CC=C(C=C1)[N+](=O)[O-] (7-methoxy-4-(1-(4-nitrophenyl)vinyl)quinoline). RXN SMILES: [Cl-].[CH3:2][P+](C1C=CC=CC=1)(C1C=CC=CC=1)C1C=CC=CC=1.C([Li])CCC.[CH3:27][O:28][C:29]1[CH:38]=[C:37]2[C:32]([C:33]([C:39]([C:41]3[CH:46]=[CH:45][C:44]([N+:47]([O-:49])=[O:48])=[CH:43][CH:42]=3)=O)=[CH:34][CH:35]=[N:36]2)=[CH:31][CH:30]=1>C1COCC1>[CH3:27][O:28][C:29]1[CH:38]=[C:37]2[C:32]([C:33]([C:39]([C:41]3[CH:46]=[CH:45][C:44]([N+:47]([O-:49])=[O:48])=[CH:43][CH:42]=3)=[CH2:2])=[CH:34][CH:35]=[N:36]2)=[CH:31][CH:30]=1 |f:0.1|. Reported procedure: To a mixture of methyltriphenylphosphonium chloride (0.54 g, 1.7 mmol) in THF (10 mL) at −78° C. was added n-butyllithium, 2.5 M in hexanes (0.80 ml, 2.0 mmol). After 20 min, a mixture of (7-methoxyquinolin-4-yl)(4-nitrophenyl)methanone (0.177 g, 0.57 mmol) in THF (5 mL) was slowly added. After 10 min, the mixture was allowed to warm to RT. The reaction was quenched with saturated aqueous NH4Cl. The mixture was diluted with EtOAc and washed with water and brine. After drying the organic fraction... Yields the product CC1(C(N(C=2C=C3C(=CC12)NC(=N3)NC(C3=C(C=CC=C3)OC(F)(F)F)=O)CCCCC)=O)C (N-(7,7-Dimethyl-6-oxo-5-pentyl-1,5,6,7-tetrahydro-imidazo[4,5-f]indol-2-yl)-2-trifluoromethoxy-benzamide). Procedure: To a solution of D5 (849 mg), TBTU (987 mg; 3.07 mmol) and DIPEA (1 ml) in THF (25 ml) is added drop-wise a solution of 2-trifluoromethoxy-benzoic acid (737 mg; 3.58 mmol) in THF (5 ml) at 0° C. over a period of 15 min. The reaction mixture is warmed to RT and stirred for 20 h. After completion of the reaction the solution is filtered over Alox B and concentrated in vacuo. Purification by flash chromatography on silica gel eluting with cyclohexane/EtOAc yield the desired compound (736 mg). Reactants: NC1=NC=2C(=CC=3C(C(N(C3C2)CCCCC)=O)(C)C)N1 (2-Amino-7,7-dimethyl-5-pentyl-5,7-dihydro-1H-imidazo[4,5-f]indol-6-one), CN(C)C(=[N+](C)C)ON1C2=C(C=CC=C2)N=N1.[B-](F)(F)(F)F (TBTU), CCN(C(C)C)C(C)C (DIPEA), FC(OC1=C(C(=O)O)C=CC=C1)(F)F (2-trifluoromethoxy-benzoic acid). The yield is 52.3%. Reaction SMILES: [NH2:1][C:2]1[NH:21][C:5]2=[CH:6][C:7]3[C:8]([CH3:20])([CH3:19])[C:9](=[O:18])[N:10]([CH2:13][CH2:14][CH2:15][CH2:16][CH3:17])[C:11]=3[CH:12]=[C:4]2[N:3]=1.CN(C(ON1N=NC2C=CC=CC1=2)=[N+](C)C)C.[B-](F)(F)(F)F.CCN(C(C)C)C(C)C.[F:53][C:54]([F:66])([F:65])[O:55][C:56]1[CH:64]=[CH:63][CH:62]=[CH:61][C:57]=1[C:58](O)=[O:59]>C1COCC1>[CH3:19][C:8]1([CH3:20])[C:7]2[CH:6]=[C:5]3[NH:21][C:2]([NH:1][C:58](=[O:59])[C:57]4[CH:61]=[CH:62][CH:63]=[CH:64][C:56]=4[O:55][C:54]([F:53])([F:65])[F:66])=[N:3][C:4]3=[CH:12][C:11]=2[N:10]([CH2:13][CH2:14][CH2:15][CH2:16][CH3:17])[C:9]1=[O:18] |f:1.2|. Solvent: C1CCOC1 (THF), C1CCOC1 (THF). Reaction conditions: time 20 hour.